From a dataset of the Open Reaction Database (ORD), a public repository of structured organic reaction records. describe an organic reaction: reactants, conditions, products, and yield Starting materials: CC(C)(C)[O-], COC(=O)N(C)CC(=NN)c1ccc(Cl)cc1, [K+], C1CCOC1. The product is CN1CC(c2ccc(Cl)cc2)=NNC1=O. Reaction SMILES: [CH3:18][C:19]([CH3:20])([O-:21])[CH3:22].[CH3:1][N:2]([C:3](=[O:4])[O:5][CH3:6])[CH2:7][C:8]([c:9]1[cH:10][cH:11][c:12]([Cl:15])[cH:13][cH:14]1)=[N:16][NH2:17].[K+:23].[O:24]1[CH2:25][CH2:26][CH2:27][CH2:28]1>>[CH3:1][N:2]1[C:3](=[O:4])[NH:17][N:16]=[C:8]([c:9]2[cH:10][cH:11][c:12]([Cl:15])[cH:13][cH:14]2)[CH2:7]1. Reactants: O (Water), C(C)(C)(C)OC(=O)N1CCNCC1 (1-tert-butoxycarbonylpiperazine), C([O-])([O-])=O.[K+].[K+] (potassium carbonate), ClC1=NC=C(C(=O)OCC)C=C1 (Ethyl 6-chloronicotinate). Run in CN(C)C=O (DMF). Conditions: temperature 80 celsius, time 18 hour. Yields the product C(C)OC(=O)C=1C=CC(=NC1)N1CCNCC1 (1-(5-ethoxycarbonyl-2-pyridyl)piperazine). The yield is 82.4%. Reaction SMILES: Cl[C:2]1[CH:12]=[CH:11][C:5]([C:6]([O:8][CH2:9][CH3:10])=[O:7])=[CH:4][N:3]=1.C(OC([N:20]1[CH2:25][CH2:24][NH:23][CH2:22][CH2:21]1)=O)(C)(C)C.C(=O)([O-])[O-].[K+].[K+].O>CN(C=O)C>[CH2:9]([O:8][C:6]([C:5]1[CH:11]=[CH:12][C:2]([N:20]2[CH2:25][CH2:24][NH:23][CH2:22][CH2:21]2)=[N:3][CH:4]=1)=[O:7])[CH3:10] |f:2.3.4|. Procedure: Ethyl 6-chloronicotinate (1.12 g) was dissolved in DMF (30 mL), and 1-tert-butoxycarbonylpiperazine (1.24 g) and potassium carbonate (1.00 g) were added thereto. The mixture was stirred at 80° C. for 18 hr. Water (100 mL) was added to the reaction mixture and the mixture was extracted with ethyl acetate. The extract was washed successively with saturated aqueous sodium hydrogencarbonate solution and brine and dried. The solvent was evaporated under reduced pressure. The residue was dissolved in ... Starting materials: C(C(C)C)C1=CC=C(C=C1)C1=CC(=NC=C1)C1=CC=CC2=C1OC1=NC(=CC=C12)C (8-(4-(4-isobutylphenyl)pyridin-2-yl)-2-methylbenzofuro[2,3-b]pyridine), C(C)OCCO (2-ethoxyethanol), CN(C)C=O (DMF). Yields the product C(C)(C)C1=CC=C2C(=N1)OC1=C2C=CC=C1C1=NC=CC(=C1)C1=CC=CC=C1 (2-isopropyl-8-(4-phenylpyridin-2-yl)benzofuro[2,3-b]pyridine). Procedure: A mixture of iridium complex (2.3 g, 3.22 mmol), 8-(4-(4-isobutylphenyl)pyridin-2-yl)-2-methylbenzofuro[2,3-b]pyridine (2.53 g, 6.44 mmol), 2-ethoxyethanol (60 mL) and DMF (60 mL) was heated at 130° C. overnight. The solvent mixture was evaporated under vacuum. The residue was run through a short silica plug. The reaction mixture was further purified by silica gel column with DCM/heptane as elute to obtain 1.8 g desired product (62.6% yield). Run at temperature 130 celsius. As a reaction SMILES: C([C:5]1[CH:10]=[CH:9][C:8]([C:11]2[CH:16]=[CH:15][N:14]=[C:13]([C:17]3[C:22]4[O:23][C:24]5[C:29]([C:21]=4[CH:20]=[CH:19][CH:18]=3)=[CH:28][CH:27]=[C:26](C)[N:25]=5)[CH:12]=2)=[CH:7][CH:6]=1)C(C)C.C(O[CH2:34][CH2:35]O)C.[CH3:37]N(C=O)C>>[CH:34]([C:26]1[N:25]=[C:24]2[O:23][C:22]3[C:17]([C:13]4[CH:12]=[C:11]([C:8]5[CH:7]=[CH:6][CH:5]=[CH:10][CH:9]=5)[CH:16]=[CH:15][N:14]=4)=[CH:18][CH:19]=[CH:20][C:21]=3[C:29]2=[CH:28][CH:27]=1)([CH3:35])[CH3:37]. The yield is 62.6%. Reactants: [Li]CCCC, CCCC[Sn](Cl)(CCCC)CCCC, C1CCOC1, CC(C)(C)OC(=O)N(C(=O)OC(C)(C)C)c1nccs1, CC(C)NC(C)C. The product is CCCC[Sn](CCCC)(CCCC)c1cnc(N(C(=O)OC(C)(C)C)C(=O)OC(C)(C)C)s1. RXN SMILES: [CH2:1]([Li:2])[CH2:3][CH2:4][CH3:5].[CH2:33]([CH2:34][CH2:35][CH3:36])[Sn:37]([CH2:38][CH2:39][CH2:40][CH3:41])([CH2:42][CH2:43][CH2:44][CH3:45])[Cl:46].[CH2:47]1[O:48][CH2:49][CH2:50][CH2:51]1.[CH3:13][C:14]([CH3:15])([CH3:16])[O:17][C:18](=[O:19])[N:20]([C:21]([O:22][C:23]([CH3:24])([CH3:25])[CH3:26])=[O:27])[c:28]1[s:29][cH:30][cH:31][n:32]1.[CH:6]([NH:7][CH:8]([CH3:9])[CH3:10])([CH3:11])[CH3:12]>>[CH3:13][C:14]([CH3:15])([CH3:16])[O:17][C:18](=[O:19])[N:20]([C:21]([O:22][C:23]([CH3:24])([CH3:25])[CH3:26])=[O:27])[c:28]1[s:29][c:30]([Sn:37]([CH2:33][CH2:34][CH2:35][CH3:36])([CH2:38][CH2:39][CH2:40][CH3:41])[CH2:42][CH2:43][CH2:44][CH3:45])[cH:31][n:32]1. Starting materials: CC(C)(C)c1cccc(NC(=O)c2ccc(Cl)nc2)c1, CCOC(=O)C1CCN(c2ccc(C(=O)Nc3ccc(C)c(I)c3)cn2)CC1, CCOC(C)=O, CCOC(=O)C1CCNCC1. Product: CCOC(=O)C1CCN(c2ccc(C(=O)Nc3cccc(C(C)(C)C)c3)cn2)CC1. RXN SMILES: [C:1]([CH3:2])([CH3:3])([CH3:4])[c:5]1[cH:6][c:7]([NH:11][C:12]([c:13]2[cH:14][n:15][c:16]([Cl:19])[cH:17][cH:18]2)=[O:20])[cH:8][cH:9][cH:10]1.[CH2:32]([O:33][C:34]([CH:35]1[CH2:36][CH2:37][N:38]([c:39]2[cH:40][cH:41][c:42]([C:43](=[O:44])[NH:45][c:46]3[cH:47][cH:48][c:49]([CH3:50])[c:51]([I:52])[cH:53]3)[cH:54][n:55]2)[CH2:56][CH2:57]1)=[O:58])[CH3:59].[CH3:60][CH2:61][O:62][C:63]([CH3:64])=[O:65].[NH:21]1[CH2:22][CH2:23][CH:24]([C:25](=[O:26])[O:27][CH2:28][CH3:29])[CH2:30][CH2:31]1>>[C:1]([CH3:2])([CH3:3])([CH3:4])[c:5]1[cH:6][c:7]([NH:11][C:12]([c:13]2[cH:14][n:15][c:16]([N:21]3[CH2:22][CH2:23][CH:24]([C:25](=[O:26])[O:27][CH2:28][CH3:29])[CH2:30][CH2:31]3)[cH:17][cH:18]2)=[O:20])[cH:8][cH:9][cH:10]1.